Dataset: the Open Reaction Database (ORD), a public repository of structured organic reaction records. Task: describe an organic reaction: reactants, conditions, products, and yield RXN SMILES: [Br:1][CH:2]([C:3](=[O:4])[O:5][CH3:6])[CH2:7][c:8]1[cH:9][c:10]([F:28])[c:11]([O:14][CH2:15][c:16]2[n:17][c:18](-[c:22]3[cH:23][cH:24][cH:25][cH:26][cH:27]3)[o:19][c:20]2[CH3:21])[cH:12][cH:13]1.[CH3:41][c:42]1[cH:43][cH:44][cH:45][cH:46][cH:47]1.[ClH:40].[N:29]12[CH2:30][CH2:31][CH2:32][N:33]=[C:34]1[CH2:35][CH2:36][CH2:37][CH2:38][CH2:39]2>>[CH:2]([C:3](=[O:4])[O:5][CH3:6])=[CH:7][c:8]1[cH:9][c:10]([F:28])[c:11]([O:14][CH2:15][c:16]2[n:17][c:18](-[c:22]3[cH:23][cH:24][cH:25][cH:26][cH:27]3)[o:19][c:20]2[CH3:21])[cH:12][cH:13]1. Product: COC(=O)C=Cc1ccc(OCc2nc(-c3ccccc3)oc2C)c(F)c1. Reactants: COC(=O)C(Br)Cc1ccc(OCc2nc(-c3ccccc3)oc2C)c(F)c1, Cc1ccccc1, Cl, C1CCC2=NCCCN2CC1. The reactants are CC(=O)c1ccc(O)nc1, CCO, Cl, NOCCOc1ccc(CC2SC(=O)NC2=O)cc1, c1ccncc1. Yields the product CC(=NOCCOc1ccc(CC2SC(=O)NC2=O)cc1)c1ccc(O)nc1. RXN SMILES: [C:7]([CH3:8])(=[O:9])[c:10]1[cH:11][n:12][c:13]([OH:16])[cH:14][cH:15]1.[CH3:37][CH2:38][OH:39].[ClH:17].[NH2:18][O:19][CH2:20][CH2:21][O:22][c:23]1[cH:24][cH:25][c:26]([CH2:27][CH:28]2[C:29](=[O:34])[NH:30][C:31](=[O:33])[S:32]2)[cH:35][cH:36]1.[cH:1]1[cH:2][cH:3][n:4][cH:5][cH:6]1>>[C:7]([CH3:8])([c:10]1[cH:11][n:12][c:13]([OH:16])[cH:14][cH:15]1)=[N:18][O:19][CH2:20][CH2:21][O:22][c:23]1[cH:24][cH:25][c:26]([CH2:27][CH:28]2[C:29](=[O:34])[NH:30][C:31](=[O:33])[S:32]2)[cH:35][cH:36]1. Reactants: BrC1=CC=2C3=C(C=NC2C=C1)N(C(N3C=3C(=NN(C3)CC)C)=O)C (8-bromo-1-(1-ethyl-3-methyl-1H-pyrazol-4-yl)-3-methyl-1,3-dihydro-imidazo[4,5-c]quinolin-2-one), BrC1=CC=2C3=C(C=NC2C=C1)N(C(N3C=3C(=NN(C3)CC)C)=O)C (8-bromo-1-(1-ethyl-3-methyl-1H-pyrazol-4-yl)-3-methyl-1,3-dihydro-imidazo[4,5-c]quinolin-2-one), C(C)OC=1C=C(C=CC1OCC)B1OC(C(O1)(C)C)(C)C (2-(3,4-diethoxy-phenyl)-4,4,5,5-tetramethyl-[1,3,2]dioxaborolane). Yields the product C(C)OC=1C=C(C=CC1OCC)C1=CC=2C3=C(C=NC2C=C1)N(C(N3C=3C(=NN(C3)CC)C)=O)C (8-(3,4-Diethoxy-phenyl)-1-(1-ethyl-3-methyl-1H-pyrazol-4-yl)-3-methyl-1,3-dihydro-imidazo[4,5-c]quinolin-2-one). Reaction SMILES: Br[C:2]1[CH:11]=[CH:10][C:9]2[N:8]=[CH:7][C:6]3[N:12]([CH3:24])[C:13](=[O:23])[N:14]([C:15]4[C:16]([CH3:22])=[N:17][N:18]([CH2:20][CH3:21])[CH:19]=4)[C:5]=3[C:4]=2[CH:3]=1.[CH2:25]([O:27][C:28]1[CH:29]=[C:30](B2OC(C)(C)C(C)(C)O2)[CH:31]=[CH:32][C:33]=1[O:34][CH2:35][CH3:36])[CH3:26]>>[CH2:35]([O:34][C:33]1[CH:32]=[C:31]([C:2]2[CH:11]=[CH:10][C:9]3[N:8]=[CH:7][C:6]4[N:12]([CH3:24])[C:13](=[O:23])[N:14]([C:15]5[C:16]([CH3:22])=[N:17][N:18]([CH2:20][CH3:21])[CH:19]=5)[C:5]=4[C:4]=3[CH:3]=2)[CH:30]=[CH:29][C:28]=1[O:27][CH2:25][CH3:26])[CH3:36]. Procedure: The title compound was synthesized in a similar manner as described for Example 1.1 using 8-bromo-1-(1-ethyl-3-methyl-1H-pyrazol-4-yl)-3-methyl-1,3-dihydro-imidazo[4,5-c]quinolin-2-one (Intermediate F, 49 mg, 0.126 mmol) and 2-(3,4-diethoxy-phenyl)-4,4,5,5-tetramethyl-[1,3,2]dioxaborolane (stage 27.1.1, 47 mg, 0.161 mmol) to give the title compound as an off-white solid. (HPLC: tR 3.02 min (Method A); M+H=472 MS-ES; 1H-NMR (d6-DMSO, 400 MHz) 8.97 (s, 1H), 8.18 (s, 1H), 8.08-8.02 (m, 1H), 7.95-7....